From a dataset of the Open Reaction Database (ORD), a public repository of structured organic reaction records. describe an organic reaction: reactants, conditions, products, and yield Reagents/catalysts: [C].[Pd] (palladium carbon). The product is C1(=CC=CC2=CC=CC=C12)[C@@H](C)N[C@H]1CNCCC1 ((R)-3-[(R)-1-(naphthalen-1-yl)ethylamino]piperidine). The yield is 96.6%. Starting materials: ( 6 ), C1(=CC=CC2=CC=CC=C12)[C@@H](C)N[C@H]1CN(CCC1)C(=O)OCC1=CC=CC=C1 (benzyl (R)-3-[(R)-1-(naphthalen-1-yl)ethylamino]piperidine-1-carboxylate). The solvent is CO (methanol). RXN SMILES: [C:1]1([C@H:11]([NH:13][C@@H:14]2[CH2:19][CH2:18][CH2:17][N:16](C(OCC3C=CC=CC=3)=O)[CH2:15]2)[CH3:12])[C:10]2[C:5](=[CH:6][CH:7]=[CH:8][CH:9]=2)[CH:4]=[CH:3][CH:2]=1>CO.[C].[Pd]>[C:1]1([C@H:11]([NH:13][C@@H:14]2[CH2:19][CH2:18][CH2:17][NH:16][CH2:15]2)[CH3:12])[C:10]2[C:5](=[CH:6][CH:7]=[CH:8][CH:9]=2)[CH:4]=[CH:3][CH:2]=1 |f:2.3|. Reaction conditions: time 40 hour. Procedure: To a solution containing 54.6 g of benzyl (R)-3-[chlorocarbonyl-(R)-1-(naphthalen-1-yl)ethylamino]piperidine-1-carboxylate dissolved in 700 ml of tetrahydrofuran was added 350 ml of water, and the mixture was stirred under reflux for 15 hours. After tetrahydrofuran was evaporated, a saturated aqueous sodium bicarbonate solution and chloroform were added thereto, the mixture was stirred and the liquids were separated. The organic layer was dried and concentrated, and the residue was purified by s... Starting materials: [Si](C)(C)(C(C)(C)C)OCC1=CC=C(C=C1)CI (1-[(tert-Butyldimethylsilyl)oxymethyl]-4-iodomethylbenzene), O (water), O (water), C#CCCCCCCC (nonyne), [Li]CCCC (n-BuLi). Solvent: C1CCOC1 (THF), CCOCC (Et2O), C1CCOC1 (THF). Reaction conditions: temperature 0 celsius, time 30 minute. The product is [Si](C)(C)(C(C)(C)C)OCC1=CC=C(C=C1)CC#CCCCCCCC (1-(tert-Butyldimethylsilyoxymethyl)-4-(2-decynyl)benzene). Yield: 72.7%. As a reaction SMILES: [CH:1]#[C:2][CH2:3][CH2:4][CH2:5][CH2:6][CH2:7][CH2:8][CH3:9].[Li]CCCC.[Si:15]([O:22][CH2:23][C:24]1[CH:29]=[CH:28][C:27]([CH2:30]I)=[CH:26][CH:25]=1)([C:18]([CH3:21])([CH3:20])[CH3:19])([CH3:17])[CH3:16].O>C1COCC1.CCOCC>[Si:15]([O:22][CH2:23][C:24]1[CH:29]=[CH:28][C:27]([CH2:30][C:1]#[C:2][CH2:3][CH2:4][CH2:5][CH2:6][CH2:7][CH2:8][CH3:9])=[CH:26][CH:25]=1)([C:18]([CH3:21])([CH3:20])[CH3:19])([CH3:17])[CH3:16]. Procedure: To a solution of 1; -nonyne (150 mg, 1.2 mmol) in THF (5 mL) at -78° C., was added n-BuLi (0.47 mL, 1.19 mmol). The resulting mixture was stirred for 30 minutes and a solution of [(tertButyldimethylsilyl)oxymethyl]-4-iodomethyl benzene (40) (361 mg, 2 mmol) in THF (1 mL) was added. The reaction mixture was then stirred at -78° C. for 1 hour, allowed to warm to 0° C. and stirred for an additional 30 minutes. At this time, water (2 mL) was slowly added and the mixture was poured into water (50 mL)... Starting materials: C(C)(C)(C)OC(=O)NC(=NC1=CC(=CC=C1)C1=NC=CC=C1[N+](=O)[O-])NC(=O)OC(C)(C)C (N,N′-bis(tert-butoxycarbonyl)-N″-(3-(3-nitropyridin-2-yl)phenyl)guanidine), Cl (hydrogen chloride). Solvent: ClCCl (dichloromethane), O1CCOCC1 (1,4-dioxane). Reaction conditions: time 16 hour. Product: Cl.Cl.[N+](=O)([O-])C=1C(=NC=CC1)C=1C=C(C=CC1)NC(=N)N (3-(3-nitropyridin-2-yl)phenylguanidine dihydrochloride). Reaction SMILES: C(OC([NH:8][C:9]([NH:26]C(OC(C)(C)C)=O)=[N:10][C:11]1[CH:16]=[CH:15][CH:14]=[C:13]([C:17]2[C:22]([N+:23]([O-:25])=[O:24])=[CH:21][CH:20]=[CH:19][N:18]=2)[CH:12]=1)=O)(C)(C)C.[ClH:34]>ClCCl.O1CCOCC1>[ClH:34].[ClH:34].[N+:23]([C:22]1[C:17]([C:13]2[CH:12]=[C:11]([NH:10][C:9]([NH2:26])=[NH:8])[CH:16]=[CH:15][CH:14]=2)=[N:18][CH:19]=[CH:20][CH:21]=1)([O-:25])=[O:24] |f:4.5.6|. Reported procedure: To a solution of N,N′-bis(tert-butoxycarbonyl)-N″-(3-(3-nitropyridin-2-yl)phenyl)guanidine (200 mg) in dichloromethane (2 ml) was added 4N hydrogen chloride in 1,4-dioxane (2 ml), and the mixture was stirred at room temperature for 16 hours. The solvent was evaporated under reduced pressure. To the residue was added 5% ethanol in ethyl acetate (100 ml), and the.precipitate was collected by filtration and dried under reduced pressure to give 3-(3-nitropyridin-2-yl)phenylguanidine dihydrochloride ... Reactants: NC1=C2C(=NC=3CCN(CC13)C(=O)OC(C)(C)C)C=CC=C2 (10-Amino-2-t-butoxycarbonyl-1,2,3,4-tetrahydro-benzo[b][1,6]-naphthyridine), Cl.O1CCOCC1 (hydrogen chloride dioxane). Run in O1CCOCC1 (dioxane). Reaction conditions: time 1 hour. Product: Cl.Cl.Cl.NC1=C2C(=NC=3CCNCC13)C=CC=C2 (10-amino-1,2,3,4-tetrahydro-benzo[b][1,6]-naphthyridine trihydrochloride). As a reaction SMILES: [NH2:1][C:2]1[C:11]2[CH2:10][N:9](C(OC(C)(C)C)=O)[CH2:8][CH2:7][C:6]=2[N:5]=[C:4]2[CH:19]=[CH:20][CH:21]=[CH:22][C:3]=12.[ClH:23].O1CCOCC1>O1CCOCC1>[ClH:23].[ClH:23].[ClH:23].[NH2:1][C:2]1[C:11]2[CH2:10][NH:9][CH2:8][CH2:7][C:6]=2[N:5]=[C:4]2[CH:19]=[CH:20][CH:21]=[CH:22][C:3]=12 |f:1.2,4.5.6.7|. Reported procedure: 10-Amino-2-t-butoxycarbonyl-1,2,3,4-tetrahydro-benzo[b][1,6]-naphthyridine (0.538 g, 1.80 mmol) was suspended in dioxane (3 ml), followed by adding thereto 4N-hydrogen chloride/dioxane (9 ml) under ice-cooling, and the resulting mixture was stirred at room temperature for 1 hour. The reaction mixture was concentrated to obtain the desired compound (0.585 g, quant.). The reactants are O=C(/C(=C\C1=CC=CC=C1)/CSC(C)=O)NCCC(=O)OCC1=CC=CC=C1 (benzyl N-(E)-[1-oxo-2-(acetylthiomethyl)-3-phenylpropenyl]-β-alaninate), [Li+].[OH-] (LiOH). Run in C1CCOC1.O (THF H2O). The product is O=C(/C(=C\C1=CC=CC=C1)/CS)NCCC(=O)O (N-(E)-[1-oxo-2-(mercaptomethyl)-3-phenylpropenyl]-β-alanine). Yield: 63.0%. Reaction SMILES: [O:1]=[C:2]([NH:16][CH2:17][CH2:18][C:19]([O:21]CC1C=CC=CC=1)=[O:20])/[C:3](/[CH2:11][S:12]C(=O)C)=[CH:4]\[C:5]1[CH:10]=[CH:9][CH:8]=[CH:7][CH:6]=1.[Li+].[OH-]>C1COCC1.O>[O:1]=[C:2]([NH:16][CH2:17][CH2:18][C:19]([OH:21])=[O:20])/[C:3](/[CH2:11][SH:12])=[CH:4]\[C:5]1[CH:10]=[CH:9][CH:8]=[CH:7][CH:6]=1 |f:1.2,3.4|. Reported procedure: To a solution of 2 mmol of the diester obtained in Example 1 (step D) dissolved in a THF/H2O (75/25) mixture, are added, at 0° C. and under an argon atmosphere, 8 mmol of LiOH with stirring for 2 hours. The THF is evaporated off and the aqueous phase is washed with ether and acidified with aqueous 3N HCl solution. It is extracted with ether and the ether extract is washed with saturated aqueous NaCl solution and dried over MgSO4. It is filtered and evaporated. Yield: 63% (after flash chromatogra... Starting materials: CN(C)c1ccncc1, [Cl-], ClCCl, CNCc1cc(C(F)(F)F)cc(C(F)(F)F)c1, [NH4+], O=C(O)c1cnc(N2CCOCC2)cc1Oc1ccccc1, O. Product: CN(Cc1cc(C(F)(F)F)cc(C(F)(F)F)c1)C(=O)c1cnc(N2CCOCC2)cc1Oc1ccccc1. Reaction SMILES: [CH3:42][N:43]([c:44]1[cH:45][cH:46][n:47][cH:48][cH:49]1)[CH3:50].[Cl-:40].[Cl:51][CH2:52][Cl:53].[F:23][C:24]([c:25]1[cH:26][c:27]([CH2:28][NH:29][CH3:30])[cH:31][c:32]([C:34]([F:35])([F:36])[F:37])[cH:33]1)([F:38])[F:39].[NH4+:41].[O:1]1[CH2:2][CH2:3][N:4]([c:7]2[n:8][cH:9][c:10]([C:11](=[O:12])[OH:13])[c:14]([O:16][c:17]3[cH:18][cH:19][cH:20][cH:21][cH:22]3)[cH:15]2)[CH2:5][CH2:6]1.[OH2:54]>>[O:1]1[CH2:2][CH2:3][N:4]([c:7]2[n:8][cH:9][c:10]([C:11](=[O:13])[N:29]([CH2:28][c:27]3[cH:26][c:25]([C:24]([F:23])([F:38])[F:39])[cH:33][c:32]([C:34]([F:35])([F:36])[F:37])[cH:31]3)[CH3:30])[c:14]([O:16][c:17]3[cH:18][cH:19][cH:20][cH:21][cH:22]3)[cH:15]2)[CH2:5][CH2:6]1. Starting materials: NC1=NC(=NN1)SC (5-amino-3-methylthio-1H-1,2,4-triazole), CN(C=O)C (dimethylformamide), O=C1C(SCCC1)C(=O)OCC (ethyl 3-oxo-3,4,5,6-tetrahydro-2H-thiopyrane-2-carboxylate). Yield: 51.1%. The solvent is C(C)(=O)O (acetic acid). The product is CSC1=NN2C(NC3=C(C2=O)SCCC3)=N1 (2-methylthio-5,7,8,9-tetrahydrothiopyrano[3,2-d]-1,2,4-triazolo[1,5-a]pyrimidine-5(10H)-one). RXN SMILES: [NH2:1][C:2]1[NH:6][N:5]=[C:4]([S:7][CH3:8])[N:3]=1.CN(C)C=O.O=[C:15]1[CH2:20][CH2:19][CH2:18][S:17][CH:16]1[C:21](OCC)=[O:22]>C(O)(=O)C>[CH3:8][S:7][C:4]1[N:3]=[C:2]2[NH:1][C:15]3[CH2:20][CH2:19][CH2:18][S:17][C:16]=3[C:21](=[O:22])[N:6]2[N:5]=1. Conditions: time 60 minute. Procedure: To the solution of 6.5 g (0.05 mole) of 5-amino-3-methylthio-1H-1,2,4-triazole, 2.5 ml of acetic acid and 12.5 ml of dimethylformamide 9.4 g (0.05 mole) of ethyl 3-oxo-3,4,5,6-tetrahydro-2H-thiopyrane-2-carboxylate are added and the reaction mixture is boiled for 60 minutes. The precipitated product is filtered off from the hot solution, then washed with acetic acid and i-propanol and recrystallized from dimethylformamide. Thus 6.5 g (51.1%) of 2-methylthio-5,7,8,9-tetrahydrothiopyrano[3,2-d]-1,... The reactants are FC(C(=O)O)(F)F (Trifluoroacetic acid), CNC=1SC(=C(N1)C(N)=O)C1=CC=NC=C1 (2-methylamino-4-carbamoyl-5-(4-pyridyl)thiazole), resultant mixture, Cl (hydrochloric acid), ice water, C([O-])([O-])=O.[K+].[K+] (potassium carbonate). The solvent is C(Cl)Cl (methylene chloride), N1=CC=CC=C1 (pyridine). Reaction conditions: time 6 hour. Yields the product C(#N)C=1N=C(SC1C1=CC=NC=C1)NC (4-cyano-2-methylamino-5-(4-pyridyl)thiazole). Yield: 25.8%. Reaction SMILES: FC(F)(F)C(O)=O.[CH3:8][NH:9][C:10]1[S:11][C:12]([C:18]2[CH:23]=[CH:22][N:21]=[CH:20][CH:19]=2)=[C:13]([C:15](=O)[NH2:16])[N:14]=1.Cl.C(=O)([O-])[O-].[K+].[K+]>C(Cl)Cl.N1C=CC=CC=1>[C:15]([C:13]1[N:14]=[C:10]([NH:9][CH3:8])[S:11][C:12]=1[C:18]1[CH:23]=[CH:22][N:21]=[CH:20][CH:19]=1)#[N:16] |f:3.4.5|. Reported procedure: Trifluoroacetic acid (2.8 g) was dropwise added to a suspension of 2-methylamino-4-carbamoyl-5-(4-pyridyl)thiazole (2.1 g) and pyridine (2.8 g) in methylene chloride (60 ml) at 5° to 10° C. with stirring, which was continued under the same condition for 6 hours. The reaction mixture was poured into ice-water and the resultant mixture was acidified to pH 1.0 with 10% hydrochloric acid. The separated aqueous layer was adjusted to pH 7.5 with 20% potassium carbonate and extracted with ethyl acetate...